Dataset: the Open Reaction Database (ORD), a public repository of structured organic reaction records. Task: describe an organic reaction: reactants, conditions, products, and yield Starting materials: Cc1c(Br)cccc1Br, C1COCCO1, [Cu]I, Cc1cccc(N2CCNC2=O)c1. Product: Cc1cccc(N2CCN(c3cccc(Br)c3C)C2=O)c1. Reaction SMILES: [Br:1][c:2]1[c:3]([CH3:9])[c:4]([Br:8])[cH:5][cH:6][cH:7]1.[CH2:23]1[O:24][CH2:25][CH2:26][O:27][CH2:28]1.[Cu:29][I:30].[c:10]1([CH3:22])[cH:11][c:12]([N:16]2[C:17](=[O:21])[NH:18][CH2:19][CH2:20]2)[cH:13][cH:14][cH:15]1>>[c:2]1([N:18]2[C:17](=[O:21])[N:16]([c:12]3[cH:11][c:10]([CH3:22])[cH:15][cH:14][cH:13]3)[CH2:20][CH2:19]2)[c:3]([CH3:9])[c:4]([Br:8])[cH:5][cH:6][cH:7]1. The reactants are BrC1=CC=C(C=C1)C(O)(C=1N(C=CN1)S(=O)(=O)C1=CC=C(C=C1)C)C1=CC=C(C=C1)Br (α,α-bis(p-bromophenyl)-1-(toluene-p-sulphonyl)imidazole-2-methanol), BrC1=CC=C(C=C1)C(O)(C=1N(C=CN1)S(=O)(=O)C1=CC=C(C=C1)C)C1=CC=CC=C1 (α-(p-bromophenyl)-α-phenyl-1-(toluene-p-sulphonyl)imidazole-2-methanol). Yields the product BrC1=CC=C(C=C1)C(O)(C=1NC=CN1)C1=CC=C(C=C1)Br (α,α-bis(p-bromophenyl)imidazole-2-methanol). As a reaction SMILES: [Br:1][C:2]1[CH:7]=[CH:6][C:5]([C:8]([C:25]2[CH:30]=[CH:29][C:28]([Br:31])=[CH:27][CH:26]=2)([C:10]2[N:11](S(C3C=CC(C)=CC=3)(=O)=O)[CH:12]=[CH:13][N:14]=2)[OH:9])=[CH:4][CH:3]=1.BrC1C=CC(C(C2C=CC=CC=2)(C2N(S(C3C=CC(C)=CC=3)(=O)=O)C=CN=2)O)=CC=1>>[Br:1][C:2]1[CH:3]=[CH:4][C:5]([C:8]([C:25]2[CH:30]=[CH:29][C:28]([Br:31])=[CH:27][CH:26]=2)([C:10]2[NH:14][CH:13]=[CH:12][N:11]=2)[OH:9])=[CH:6][CH:7]=1. Procedure: Using the procedure described in Example IB but substituting an equivalent amount of α,α-bis(p-bromophenyl)-1-(toluene-p-sulphonyl)imidazole-2-methanol for the α-(p-bromophenyl)-α-phenyl-1-(toluene-p-sulphonyl)imidazole-2-methanol, α,α-bis(p-bromophenyl)imidazole-2-methanol was obtained. Its melting point was 192°-194° C. after crystallisation from isopropyl alcohol. Yields the product CCOC(=O)C(C)(Cc1ccc(OCCC2CN(Cc3ccccc3)C(=O)N2C)cc1)Oc1ccccc1F. RXN SMILES: [Br:1][CH2:2][c:3]1[cH:4][cH:5][cH:6][cH:7][cH:8]1.[CH2:44]([N+:45]([CH2:46][CH2:47][CH2:48][CH3:49])([CH2:50][CH2:51][CH2:52][CH3:53])[CH2:54][CH2:55][CH2:56][CH3:57])[CH2:58][CH2:59][CH3:60].[CH2:9]([CH3:10])[O:11][C:12]([C:13]([CH2:14][c:15]1[cH:16][cH:17][c:18]([O:21][CH2:22][CH2:23][CH:24]2[N:25]([CH3:30])[C:26](=[O:29])[NH:27][CH2:28]2)[cH:19][cH:20]1)([CH3:31])[O:32][c:33]1[c:34]([F:39])[cH:35][cH:36][cH:37][cH:38]1)=[O:40].[CH3:61][CH2:62][O:63][C:64](=[O:65])[CH3:66].[H-:41].[I-:43].[Na+:42]>>[CH2:2]([c:3]1[cH:4][cH:5][cH:6][cH:7][cH:8]1)[N:27]1[C:26](=[O:29])[N:25]([CH3:30])[CH:24]([CH2:23][CH2:22][O:21][c:18]2[cH:17][cH:16][c:15]([CH2:14][C:13]([C:12]([O:11][CH2:9][CH3:10])=[O:40])([CH3:31])[O:32][c:33]3[c:34]([F:39])[cH:35][cH:36][cH:37][cH:38]3)[cH:20][cH:19]2)[CH2:28]1. The reactants are BrCc1ccccc1, CCCC[N+](CCCC)(CCCC)CCCC, CCOC(=O)C(C)(Cc1ccc(OCCC2CNC(=O)N2C)cc1)Oc1ccccc1F, CCOC(C)=O, [H-], [I-], [Na+]. Starting materials: P(=O)(Cl)(Cl)Cl (Phosphorus oxychloride), CN(C=O)C (dimethylformamide), CC1(CCC=2C(=CNC2C1)CCCN(C)C)C ([3-(6,6-dimethyl-4,5,6,7-tetrahydro-1H-indol-3-yl)-propyl]-dimethyl-amine), CN(C=O)C (dimethylformamide), [OH-].[K+] (potassium hydroxide). Conditions: time 30 minute. The product is CN(CCCC1=C(NC=2CC(CCC12)(C)C)C=O)C (3-(3-dimethylamino-propyl)-6,6-dimethyl-4,5,6,7-tetrahydro-1H-indole-2-carbaldehyde). RXN SMILES: P(Cl)(Cl)(Cl)=O.[CH3:6][C:7]1([CH3:22])[CH2:15][C:14]2[NH:13][CH:12]=[C:11]([CH2:16][CH2:17][CH2:18][N:19]([CH3:21])[CH3:20])[C:10]=2[CH2:9][CH2:8]1.[OH-].[K+].CN(C)[CH:27]=[O:28]>>[CH3:20][N:19]([CH3:21])[CH2:18][CH2:17][CH2:16][C:11]1[C:10]2[CH2:9][CH2:8][C:7]([CH3:22])([CH3:6])[CH2:15][C:14]=2[NH:13][C:12]=1[CH:27]=[O:28] |f:2.3|. Reported procedure: Phosphorus oxychloride (0.5 mL, 5.1 mmol) was added dropwise to ice-cooled dimethylformamide (1.1 mL, 14.1 mmol) and then stirred at room temperature for 30 minutes. A solution of [3-(6,6-dimethyl-4,5,6,7-tetrahydro-1H-indol-3-yl)-propyl]-dimethyl-amine (1.1 g, 4.6 mmol) in dimethylformamide (2 mL) was added dropwise at −5° C. The mixture was stirred at room temperature overnight. Ice cubes were added to the reaction mixture followed by the addition of 10 N potassium hydroxide to pH 11–12 and st... Reactants: CCN(CC)C(=O)Cl, Cl, c1ccncc1, O=S(=O)(CC1CCC1)c1nc[nH]n1. Product: CCN(CC)C(=O)n1cnc(S(=O)(=O)CC2CCC2)n1. Reaction SMILES: [CH2:1]([CH3:2])[N:3]([C:4](=[O:5])[Cl:6])[CH2:7][CH3:8].[ClH:22].[cH:23]1[cH:24][cH:25][n:26][cH:27][cH:28]1.[nH:9]1[n:10][c:11]([S:14](=[O:15])(=[O:16])[CH2:17][CH:18]2[CH2:19][CH2:20][CH2:21]2)[n:12][cH:13]1>>[CH2:1]([CH3:2])[N:3]([C:4](=[O:5])[n:9]1[n:10][c:11]([S:14](=[O:15])(=[O:16])[CH2:17][CH:18]2[CH2:19][CH2:20][CH2:21]2)[n:12][cH:13]1)[CH2:7][CH3:8]. The reactants are COC=1C=C(C=CC1OC)C1=NN=NN1 (5-(3,4-Dimethoxyphenyl)-tetrazole), ClC(C1=NC(=NC(=N1)C(Cl)(Cl)Cl)C=1C=C(C(=O)Cl)C=CC1)(Cl)Cl (3-(4,6-bis-trichloromethyl-s-triazin-2-yl)benzoyl chloride). Solvent: N1=CC=CC=C1 (pyridine). Reaction SMILES: [CH3:1][O:2][C:3]1[CH:4]=[C:5]([C:11]2[NH:15][N:14]=NN=2)[CH:6]=[CH:7][C:8]=1[O:9][CH3:10].[Cl:16][C:17]([Cl:38])([Cl:37])[C:18]1[N:23]=[C:22]([C:24]([Cl:27])([Cl:26])[Cl:25])[N:21]=[C:20]([C:28]2[CH:29]=[C:30]([CH:34]=[CH:35][CH:36]=2)[C:31](Cl)=[O:32])[N:19]=1>N1C=CC=CC=1>[Cl:27][C:24]([Cl:25])([Cl:26])[C:22]1[N:23]=[C:18]([C:17]([Cl:38])([Cl:16])[Cl:37])[N:19]=[C:20]([C:28]2[CH:29]=[C:30]([C:31]3[O:32][C:11]([C:5]4[CH:6]=[CH:7][C:8]([O:9][CH3:10])=[C:3]([O:2][CH3:1])[CH:4]=4)=[N:15][N:14]=3)[CH:34]=[CH:35][CH:36]=2)[N:21]=1. Reported procedure: 5-(3,4-Dimethoxyphenyl)-tetrazole (20 pbw) and 3-(4,6-bis-trichloromethyl-s-triazin-2-yl)benzoyl chloride (44 pbw) are heated in 400 pbv of pyridine. The mixture is further processed as indicated above. Yields the product ClC(C1=NC(=NC(=N1)C(Cl)(Cl)Cl)C=1C=C(C=CC1)C=1OC(=NN1)C1=CC(=C(C=C1)OC)OC)(Cl)Cl (2-[3-(4,6-bis-trichloromethyl-s-triazin-2-yl)phenyl]-5-(3,4-dimethoxyphenyl)-1,3,4-oxadiazole). The reactants are C(C1=CC=CC=C1)OC(=O)N1C(CN(CC1)C(=O)OC(C)(C)C)C(C)NC1=NC=CC(=N1)N1C=NC2=C1C=CC=C2 (2-[1-(1-(benzyloxycarbonyl)-4-(tert-butyloxycarbonyl)-piperazin-2-yl)-ethylamino]-4-(benzimidazol-1-yl)-pyrimidine). Reagents/catalysts: [OH-].[OH-].[Pd+2] (Pd(OH)2/C). Run in CO (MeOH). Run at time 5 hour. Product: CN1C(CNCC1)C(C)NC1=NC=CC(=N1)N1C=NC2=C1C=CC=C2 (2-[1-(1-Methylpiperazin-2-yl)-ethylamino]-4-[benzimidazol-1-yl]-pyrimidine). Yield: 51.8%. Reaction SMILES: C(O[C:9]([N:11]1[CH2:16][CH2:15][N:14](C(OC(C)(C)C)=O)[CH2:13][CH:12]1[CH:24]([NH:26][C:27]1[N:32]=[C:31]([N:33]2[C:37]3[CH:38]=[CH:39][CH:40]=[CH:41][C:36]=3[N:35]=[CH:34]2)[CH:30]=[CH:29][N:28]=1)[CH3:25])=O)C1C=CC=CC=1>CO.[OH-].[OH-].[Pd+2]>[CH3:9][N:11]1[CH2:16][CH2:15][NH:14][CH2:13][CH:12]1[CH:24]([NH:26][C:27]1[N:32]=[C:31]([N:33]2[C:37]3[CH:38]=[CH:39][CH:40]=[CH:41][C:36]=3[N:35]=[CH:34]2)[CH:30]=[CH:29][N:28]=1)[CH3:25] |f:2.3.4|. Procedure details: A solution of 2-[1-(1-(benzyloxycarbonyl)-4-(tert-butyloxycarbonyl)-piperazin-2-yl)-ethylamino]-4-(benzimidazol-1-yl)-pyrimidine (EXAMPLE 14, Step E; 30 mg) in 3 mL of MeOH was stirred over Pd(OH)2/C (30 mg) under an H2 atmosphere (balloon) for 4 h, then filtered through Celite®, washing liberally with MeOH, and concentrated. The residue was dissolved in 1 mL of MeOH and NaBH3CN (6.8 mg) and 37% aqueous formaldehyde (26 μL) were added and the mixture was stirred for 5 h at room temperature, then... Reactants: C([O-])([O-])=O.[K+].[K+] (potassium carbonate), N1C=C(C2=CC=CC=C12)C(=O)OCCN1CCCCC1 (2-(1-Piperidyl)ethyl 1H-indole-3-carboxylate), ClN1C(CCC1=O)=O (N-chlorosuccinimide), BrCCCO (3-bromo-1-propanol). The solvent is CC(=O)C (acetone). Yields the product O1CCCN2C1=C(C=1C=CC=CC21)C(=O)OCCN2CCCCC2 (2-(1-Piperidyl)ethyl 3,4-dihydro-2H-[1,3]oxazino[3,2-a]indole-10-carboxylate). The yield is 15.0%. As a reaction SMILES: [NH:1]1[C:9]2[C:4](=[CH:5][CH:6]=[CH:7][CH:8]=2)[C:3]([C:10]([O:12][CH2:13][CH2:14][N:15]2[CH2:20][CH2:19][CH2:18][CH2:17][CH2:16]2)=[O:11])=[CH:2]1.ClN1[C:26](=[O:27])[CH2:25][CH2:24]C1=O.BrCCCO.C(=O)([O-])[O-].[K+].[K+]>CC(C)=O>[O:27]1[C:2]2=[C:3]([C:10]([O:12][CH2:13][CH2:14][N:15]3[CH2:16][CH2:17][CH2:18][CH2:19][CH2:20]3)=[O:11])[C:4]3[CH:5]=[CH:6][CH:7]=[CH:8][C:9]=3[N:1]2[CH2:24][CH2:25][CH2:26]1 |f:3.4.5|. Procedure: 2-(1-Piperidyl)ethyl 1H-indole-3-carboxylate was treated initially with N-chlorosuccinimide (1.5 equivalents) for 2 h, then with 3-bromo-1-propanol (3 equivalents) for 21 h, followed by anhydrous potassium carbonate in acetone, using the method described in Example 1b. The crude product was purified using the same chromatography conditions as in Example 1b to afford the title compound (E4) as a pale yellow oil (15%). This was converted to its oxalate salt and crystallised from acetone mp 174-177...